Dataset: the Open Reaction Database (ORD), a public repository of structured organic reaction records. Task: describe an organic reaction: reactants, conditions, products, and yield The reactants are C(#N)C1=CC(=C(C=C1)C=1C=NN(C1O)C1=NC=C(C(=O)O)C=C1)C (6-(4-(4-cyano-2-methylphenyl)-5-hydroxy-1H-pyrazol-1-yl)nicotinic acid), Cl.Cl.N1(CCCC1)[C@H]1CNCCC1 ((R)-3-(pyrrolidin-1-yl)piperidine dihydrochloride). The product is OC1=C(C=NN1C1=NC=C(C=C1)C(=O)N1C[C@@H](CCC1)N1CCCC1)C1=C(C=C(C#N)C=C1)C ((R)-4-(5-hydroxy-1-(5-(3-(pyrrolidin-1-yl)piperidine-1-carbonyl)pyridin-2-yl)-1H-pyrazol-4-yl)-3-methylbenzonitrile). RXN SMILES: [C:1]([C:3]1[CH:8]=[CH:7][C:6]([C:9]2[CH:10]=[N:11][N:12]([C:15]3[CH:23]=[CH:22][C:18]([C:19](O)=[O:20])=[CH:17][N:16]=3)[C:13]=2[OH:14])=[C:5]([CH3:24])[CH:4]=1)#[N:2].Cl.Cl.[N:27]1([C@@H:32]2[CH2:37][CH2:36][CH2:35][NH:34][CH2:33]2)[CH2:31][CH2:30][CH2:29][CH2:28]1>>[OH:14][C:13]1[N:12]([C:15]2[CH:23]=[CH:22][C:18]([C:19]([N:34]3[CH2:35][CH2:36][CH2:37][C@@H:32]([N:27]4[CH2:28][CH2:29][CH2:30][CH2:31]4)[CH2:33]3)=[O:20])=[CH:17][N:16]=2)[N:11]=[CH:10][C:9]=1[C:6]1[CH:7]=[CH:8][C:3]([C:1]#[N:2])=[CH:4][C:5]=1[CH3:24] |f:1.2.3|. Reported procedure: The title compound was prepared in a manner similar to Example 74 using 6-(4-(4-cyano-2-methylphenyl)-5-hydroxy-1H-pyrazol-1-yl)nicotinic acid and (R)-3-(pyrrolidin-1-yl)piperidine dihydrochloride. 1H NMR (400 MHz, DMSO-d6) δ ppm 1.54 (d, J=9.09 Hz, 1H) 1.72-1.96 (m, 4H) 1.96-2.11 (m, 2H) 2.16 (br. s., 1H) 2.43 (s, 3H) 2.82-3.35 (m, 3H) 3.35-3.87 (m, 5H) 4.26 (br. s., 1H) 7.67 (d, J=8.08 Hz, 1H) 7.74 (s, 2H) 8.11 (d, J=8.08 Hz, 2H) 8.57 (d, J=2.02 Hz, 2H) 9.83 (br. s., 1H); ESI-MS m/z [M+H]+ 457... Reactants: CC(C)(C)c1cc(NC(=O)Nc2cccc(S)c2)no1, O=C([O-])[O-], CC(C)O, COCCOc1cc2ncnc(Cl)c2cc1OCCOC, [Cs+], [Cs+]. Yields the product COCCOc1cc2ncnc(Sc3cccc(NC(=O)Nc4cc(C(C)(C)C)on4)c3)c2cc1OCCOC. RXN SMILES: [C:1]([CH3:2])([CH3:3])([CH3:4])[c:5]1[cH:6][c:7]([NH:10][C:11](=[O:12])[NH:13][c:14]2[cH:15][c:16]([SH:20])[cH:17][cH:18][cH:19]2)[n:8][o:9]1.[C:42](=[O:43])([O-:44])[O-:45].[CH:48]([OH:49])([CH3:50])[CH3:51].[Cl:21][c:22]1[n:23][cH:24][n:25][c:26]2[cH:27][c:28]([O:37][CH2:38][CH2:39][O:40][CH3:41])[c:29]([O:32][CH2:33][CH2:34][O:35][CH3:36])[cH:30][c:31]12.[Cs+:46].[Cs+:47]>>[C:1]([CH3:2])([CH3:3])([CH3:4])[c:5]1[cH:6][c:7]([NH:10][C:11](=[O:12])[NH:13][c:14]2[cH:15][c:16]([S:20][c:22]3[n:23][cH:24][n:25][c:26]4[cH:27][c:28]([O:37][CH2:38][CH2:39][O:40][CH3:41])[c:29]([O:32][CH2:33][CH2:34][O:35][CH3:36])[cH:30][c:31]34)[cH:17][cH:18][cH:19]2)[n:8][o:9]1.